This data is from the Open Reaction Database (ORD), a public repository of structured organic reaction records. The task is: describe an organic reaction: reactants, conditions, products, and yield Starting materials: CCCC[Sn](CCCC)(CCCC)c1ccccn1, Clc1ncnc2c1CCN(Cc1ccccc1)C2, C1COCCO1, CCOC(C)=O, CC(=O)[O-], CC(=O)[O-], O, [Pd+2], c1coc(P(c2ccco2)c2ccco2)c1. Product: c1ccc(CN2CCc3c(ncnc3-c3ccccn3)C2)cc1. As a reaction SMILES: [CH2:19]([Sn:20]([CH2:21][CH2:22][CH2:23][CH3:30])([c:24]1[n:25][cH:26][cH:27][cH:28][cH:29]1)[CH2:31][CH2:32][CH2:33][CH3:34])[CH2:35][CH2:36][CH3:37].[CH2:1]([c:2]1[cH:3][cH:4][cH:5][cH:6][cH:7]1)[N:8]1[CH2:9][c:10]2[n:11][cH:12][n:13][c:14]([Cl:18])[c:15]2[CH2:16][CH2:17]1.[CH2:54]1[O:55][CH2:56][CH2:57][O:58][CH2:59]1.[CH3:61][CH2:62][O:63][C:64](=[O:65])[CH3:66].[O-:68][C:69]([CH3:70])=[O:71].[O-:72][C:73]([CH3:74])=[O:75].[OH2:60].[Pd+2:67].[o:38]1[cH:39][cH:40][cH:41][c:42]1[P:43]([c:44]1[o:45][cH:46][cH:47][cH:48]1)[c:49]1[o:50][cH:51][cH:52][cH:53]1>>[CH2:1]([c:2]1[cH:3][cH:4][cH:5][cH:6][cH:7]1)[N:8]1[CH2:9][c:10]2[n:11][cH:12][n:13][c:14](-[c:24]3[n:25][cH:26][cH:27][cH:28][cH:29]3)[c:15]2[CH2:16][CH2:17]1. Starting materials: CCCOC(=O)CBr, O=C([O-])[O-], CCOC(C)=O, [Cs+], [Cs+], O=C(Nc1ccc(F)cc1)c1ccc(S)nc1, CN(C)C=O, O. Product: CCCOC(=O)CSc1ccc(C(=O)Nc2ccc(F)cc2)cn1. As a reaction SMILES: [Br:24][CH2:25][C:26](=[O:27])[O:28][CH2:29][CH2:30][CH3:31].[C:18](=[O:19])([O-:20])[O-:21].[CH3:32][CH2:33][O:34][C:35](=[O:36])[CH3:37].[Cs+:22].[Cs+:23].[F:1][c:2]1[cH:3][cH:4][c:5]([NH:8][C:9]([c:10]2[cH:11][n:12][c:13]([SH:16])[cH:14][cH:15]2)=[O:17])[cH:6][cH:7]1.[O:38]=[CH:39][N:40]([CH3:41])[CH3:42].[OH2:43]>>[F:1][c:2]1[cH:3][cH:4][c:5]([NH:8][C:9]([c:10]2[cH:11][n:12][c:13]([S:16][CH2:25][C:26](=[O:27])[O:28][CH2:29][CH2:30][CH3:31])[cH:14][cH:15]2)=[O:17])[cH:6][cH:7]1. Reaction SMILES: C1C=C[NH+]=CC=1.Br[Br-]Br.[CH3:10][C:11]1[NH:12][C:13](C)=[C:14]([C:29]([O:31][CH3:32])=[O:30])[CH:15]([C:21]2[CH:26]=[CH:25][CH:24]=[CH:23][C:22]=2[O:27][CH3:28])[C:16]=1[C:17]([O:19][CH3:20])=[O:18].N1C=CC=CC=1>C(Cl)(Cl)Cl>[CH3:10][C:11]1[NH:12][C:13]2[CH2:32][O:31][C:29](=[O:30])[C:14]=2[CH:15]([C:21]2[CH:26]=[CH:25][CH:24]=[CH:23][C:22]=2[O:27][CH3:28])[C:16]=1[C:17]([O:19][CH3:20])=[O:18] |f:0.1|. Run in C(Cl)(Cl)Cl (chloroform), C(Cl)(Cl)Cl (chloroform). The product is CC1=C(C(C2=C(N1)COC2=O)C2=C(C=CC=C2)OC)C(=O)OC (methyl 2-methyl-4-(2-methoxyphenyl)-5-oxo-1,4,5,7-tetrahydrofuro[3,4-b]pyridine-3-carboxylate). Reactants: CC=1NC(=C(C(C1C(=O)OC)C1=C(C=CC=C1)OC)C(=O)OC)C (dimethyl 2,6-dimethyl-4(2-methoxyphenyl)-1,4-dihydropyridine-3,5-dicarboxylate), N1=CC=CC=C1 (pyridine), pyridinium bromide perbromide. Reported procedure: In a manner similar to that described in the preceding examples, 1.45 grams of 80 percent pyridinium bromide perbromide was added to a cooled to 0° C. solution of 1.00 gram (3.02 millimoles) of dimethyl 2,6-dimethyl-4(2-methoxyphenyl)-1,4-dihydropyridine-3,5-dicarboxylate and 0.40 milliliter of pyridine in 20 milliliters of chloroform. The mixture was then stirred at 0° C. for about 30 minutes and at reflux temperature for about 90 minutes. Thereafter the mixture was allowed to cool, diluted wit... Conditions: temperature 0 celsius, time 30 minute. Yield: 53.6%.